Task: describe an organic reaction: reactants, conditions, products, and yield. Dataset: the Open Reaction Database (ORD), a public repository of structured organic reaction records Starting materials: ClC1=NC(=CC=C1)C(Cl)Cl (2-chloro-6-(dichloromethyl)pyridine), C1(=CC=CC=C1)O (phenol), [OH-].[K+] (potassium hydroxide). Run in CS(=O)C (dimethylsulfoxide), O (water). Conditions: temperature 70 celsius, time 6 hour. Yields the product ClC1=NC(=CC=C1)C(OC1=CC=CC=C1)OC1=CC=CC=C1 (2-Chloro-6-(diphenoxymethyl)pyridine). RXN SMILES: [Cl:1][C:2]1[CH:7]=[CH:6][CH:5]=[C:4]([CH:8](Cl)Cl)[N:3]=1.[C:11]1([OH:17])[CH:16]=[CH:15][CH:14]=[CH:13][CH:12]=1.[OH-:18].[K+]>CS(C)=O.O>[Cl:1][C:2]1[CH:7]=[CH:6][CH:5]=[C:4]([CH:8]([O:18][C:11]2[CH:16]=[CH:15][CH:14]=[CH:13][CH:12]=2)[O:17][C:11]2[CH:16]=[CH:15][CH:14]=[CH:13][CH:12]=2)[N:3]=1 |f:2.3|. Reported procedure: A mixture of 25 grams (g) (0.13 mole (m)) of 2-chloro-6-(dichloromethyl)pyridine, 29.91 g (0.32 m) of phenol and 17.84 g (0.32 m) of potassium hydroxide in 100 milliliters (ml) of dimethylsulfoxide was heated, with stirring, for 6 hours at 70° C. The reaction mixture was cooled, diluted with water and extracted with 1,1,1-trichloroethane. The extract was washed with water, dried over anhydrous magnesium sulfate and concentrated under reduced pressure. The concentrate was subjected to Kugelrohr d... The reactants are C1CCC2=NCCCN2CC1, COCCOC, CS(=O)c1nc(N)c(C#N)c(-c2ccco2)c1C#N, OC1CCCCC1. Yields the product N#Cc1c(N)nc(OC2CCCCC2)c(C#N)c1-c1ccco1. Reaction SMILES: [CH2:27]1[CH2:28][CH2:29][C:30]2=[N:35][CH2:34][CH2:33][CH2:32][N:31]2[CH2:36][CH2:37]1.[CH3:38][O:39][CH2:40][CH2:41][O:42][CH3:43].[NH2:1][c:2]1[n:3][c:4]([S:17]([CH3:18])=[O:19])[c:5]([C:15]#[N:16])[c:6](-[c:10]2[o:11][cH:12][cH:13][cH:14]2)[c:7]1[C:8]#[N:9].[OH:20][CH:21]1[CH2:22][CH2:23][CH2:24][CH2:25][CH2:26]1>>[NH2:1][c:2]1[n:3][c:4]([O:20][CH:21]2[CH2:22][CH2:23][CH2:24][CH2:25][CH2:26]2)[c:5]([C:15]#[N:16])[c:6](-[c:10]2[o:11][cH:12][cH:13][cH:14]2)[c:7]1[C:8]#[N:9]. As a reaction SMILES: [CH3:1][C:2]1[CH:7]=[C:6]([NH2:8])[CH:5]=[C:4]([CH3:9])[N:3]=1.[F:10][C:11]1[C:16]([O:17][C:18](=O)[O:19]C2C(F)=C(F)C(F)=C(F)C=2F)=[C:15]([F:32])[C:14]([F:33])=[C:13]([F:34])[C:12]=1[F:35]>C1COCC1>[F:10][C:11]1[C:16]([O:17][C:18](=[O:19])[NH:8][C:6]2[CH:5]=[C:4]([CH3:9])[N:3]=[C:2]([CH3:1])[CH:7]=2)=[C:15]([F:32])[C:14]([F:33])=[C:13]([F:34])[C:12]=1[F:35]. Reported procedure: A solution of 2,6-dimethyl-pyridin-4-ylamine (Example C1.2., 1.23 g, 10 mmol) in THF (30 mL) is slowly added to a cooled (−10° C.) solution of bis(pentafluorophenyl)carbonate (3.94 g, 10 mmol) in THF (10 mL). The mixture is stirred at r.t. for 48 h and the solution of title compound is used as stock solution for subsequent coupling reactions. Run in C1CCOC1 (THF), C1CCOC1 (THF). Reaction conditions: time 48 hour. Starting materials: CC1=NC(=CC(=C1)N)C (2,6-dimethyl-pyridin-4-ylamine), FC1=C(C(=C(C(=C1OC(OC1=C(C(=C(C(=C1F)F)F)F)F)=O)F)F)F)F (bis(pentafluorophenyl)carbonate). Product: FC1=C(C(=C(C(=C1OC(NC1=CC(=NC(=C1)C)C)=O)F)F)F)F ((2,6-Dimethyl-pyridin-4-yl)-carbamic acid pentafluorophenyl ester).